Dataset: the Open Reaction Database (ORD), a public repository of structured organic reaction records. Task: describe an organic reaction: reactants, conditions, products, and yield The reactants are [OH-].[Na+] (sodium hydroxide), N1=CC=C(C=C1)N1CCN(CC1)C1=CC=C(C(=O)OCC)C=C1 (ethyl 4-[4-(4pyridyl)-1-piperazinyl]benzoate). Run in C(C)O (ethanol). Run at time 16 hour. Yields the product N1=CC=C(C=C1)N1CCN(CC1)C1=CC=C(C(=O)O)C=C1 (4-[1-(4-pyridyl)piperazin-4-yl]-benzoic acid). The yield is 55.9%. As a reaction SMILES: [OH-].[Na+].[N:3]1[CH:8]=[CH:7][C:6]([N:9]2[CH2:14][CH2:13][N:12]([C:15]3[CH:25]=[CH:24][C:18]([C:19]([O:21]CC)=[O:20])=[CH:17][CH:16]=3)[CH2:11][CH2:10]2)=[CH:5][CH:4]=1>C(O)C>[N:3]1[CH:8]=[CH:7][C:6]([N:9]2[CH2:10][CH2:11][N:12]([C:15]3[CH:25]=[CH:24][C:18]([C:19]([OH:21])=[O:20])=[CH:17][CH:16]=3)[CH2:13][CH2:14]2)=[CH:5][CH:4]=1 |f:0.1|. Procedure: 1M sodium hydroxide solution (103 ml) was added to a suspension of ethyl 4-[4-(4pyridyl)-1-piperazinyl]benzoate (10.3 g) in ethanol (200 ml) and the mixture was stirred at ambient temperature for 16 hours. The solution was evaporated to dryness. The residue was stirred in water (515 ml) for 15 minutes and any insoluble material was filtered off. The filtrate was treated with ice-cooled 1 M hydrochloric acid (103 ml). The precipitate was filtered off, slurry washed with water, sucked dry and drie... Starting materials: COc1ccc(CCCCCCBr)cc1, O=C1NC(=O)c2ccccc21, [K], CN(C)C=O. Yields the product COc1ccc(CCCCCCN)cc1. RXN SMILES: [Br:1][CH2:2][CH2:3][CH2:4][CH2:5][CH2:6][CH2:7][c:8]1[cH:9][cH:10][c:11]([O:14][CH3:15])[cH:12][cH:13]1.[C:16]1(=[O:17])[NH:20][C:18](=[O:19])[c:21]2[cH:22][cH:23][cH:24][cH:25][c:26]21.[K:27].[O:28]=[CH:29][N:30]([CH3:31])[CH3:32]>>[CH2:2]([CH2:3][CH2:4][CH2:5][CH2:6][CH2:7][c:8]1[cH:9][cH:10][c:11]([O:14][CH3:15])[cH:12][cH:13]1)[NH2:20]. Reactants: C(C(=O)Cl)(=O)Cl (oxalyl chloride), NC1=NC(=NC(=N1)NCCCCC1CC(N(C(C1)(C)C)OC1CCCCC1)(C)C)NCCCCC1CC(N(C(C1)(C)C)OC1CCCCC1)(C)C (2-Amino-4,6-bis[N-(1-cyclohexyloxy-2,2,6,6-tetramethylpiperidin-4-yl)butylamino]-1,3,5-triazine). The product is C1(CCCCC1)ON1C(CC(CC1(C)C)CCCCNC1=NC(=NC(=N1)NCCCCC1CC(N(C(C1)(C)C)OC1CCCCC1)(C)C)N=C=O)(C)C (4,6-Bis[N-(1-cyclohexyloxy-2,2,6,6-tetramethylpiperidin-4-yl)butylamino]-1,3,5-triazin-2-yl isocyanate). Reaction SMILES: C(Cl)(=O)[C:2](Cl)=[O:3].[NH2:7][C:8]1[N:13]=[C:12]([NH:14][CH2:15][CH2:16][CH2:17][CH2:18][CH:19]2[CH2:24][C:23]([CH3:26])([CH3:25])[N:22]([O:27][CH:28]3[CH2:33][CH2:32][CH2:31][CH2:30][CH2:29]3)[C:21]([CH3:35])([CH3:34])[CH2:20]2)[N:11]=[C:10]([NH:36][CH2:37][CH2:38][CH2:39][CH2:40][CH:41]2[CH2:46][C:45]([CH3:48])([CH3:47])[N:44]([O:49][CH:50]3[CH2:55][CH2:54][CH2:53][CH2:52][CH2:51]3)[C:43]([CH3:57])([CH3:56])[CH2:42]2)[N:9]=1>>[CH:28]1([O:27][N:22]2[C:23]([CH3:25])([CH3:26])[CH2:24][CH:19]([CH2:18][CH2:17][CH2:16][CH2:15][NH:14][C:12]3[N:11]=[C:10]([NH:36][CH2:37][CH2:38][CH2:39][CH2:40][CH:41]4[CH2:42][C:43]([CH3:57])([CH3:56])[N:44]([O:49][CH:50]5[CH2:51][CH2:52][CH2:53][CH2:54][CH2:55]5)[C:45]([CH3:47])([CH3:48])[CH2:46]4)[N:9]=[C:8]([N:7]=[C:2]=[O:3])[N:13]=3)[CH2:20][C:21]2([CH3:34])[CH3:35])[CH2:29][CH2:30][CH2:31][CH2:32][CH2:33]1. Procedure: The title compound is prepared from the reaction of oxalyl chloride with the compound prepared in Example 22. Reactants: D1, COC1=C(CON2C(NC3=C(C2=O)SC2=C3C=CC=C2)=O)C=CC(=C1)OC (3-(2,4-Dimethoxy-benzyloxy)-1H-benzo[4,5]thieno[3,2-d]pyrimidine-2,4-dione), Cl.ClCC1=NC=CC=C1 (2-chloromethylpyridine hydrochloride). Yields the product ON1C(N(C2=C(C1=O)SC1=C2C=CC=C1)CC1=NC=CC=C1)=O (3-Hydroxy-1-pyridin-2-ylmethyl-1H-benzo[4,5]thieno[3,2-d]pyrimidine-2,4-dione). RXN SMILES: COC1C=C(OC)C=CC=1C[O:6][N:7]1[C:12](=[O:13])[C:11]2[S:14][C:15]3[CH:20]=[CH:19][CH:18]=[CH:17][C:16]=3[C:10]=2[NH:9][C:8]1=[O:21].Cl.Cl[CH2:30][C:31]1[CH:36]=[CH:35][CH:34]=[CH:33][N:32]=1>>[OH:6][N:7]1[C:12](=[O:13])[C:11]2[S:14][C:15]3[CH:20]=[CH:19][CH:18]=[CH:17][C:16]=3[C:10]=2[N:9]([CH2:30][C:31]2[CH:36]=[CH:35][CH:34]=[CH:33][N:32]=2)[C:8]1=[O:21] |f:1.2|. Procedure details: Following general procedure B2 and D1, 3-(2,4-Dimethoxy-benzyloxy)-1H-benzo[4,5]thieno[3,2-d]pyrimidine-2,4-dione was alkylated with 2-chloromethylpyridine hydrochloride and subsequently deprotected to provide the title compound as a white solid. The reactants are CCO, CCOC(=O)c1nc(CCl)n(-c2ccccc2C(=O)c2ccccn2)n1. Product: O=C(O)c1nc(CCl)n(-c2ccccc2C(=O)c2ccccn2)n1. Reaction SMILES: [CH3:27][CH2:28][OH:29].[n:1]1[c:2]([C:7](=[O:8])[c:9]2[c:10](-[n:15]3[n:16][c:17]([C:22](=[O:23])[O:24][CH2:25][CH3:26])[n:18][c:19]3[CH2:20][Cl:21])[cH:11][cH:12][cH:13][cH:14]2)[cH:3][cH:4][cH:5][cH:6]1>>[n:1]1[c:2]([C:7](=[O:8])[c:9]2[c:10](-[n:15]3[n:16][c:17]([C:22](=[O:23])[OH:24])[n:18][c:19]3[CH2:20][Cl:21])[cH:11][cH:12][cH:13][cH:14]2)[cH:3][cH:4][cH:5][cH:6]1.